Dataset: the Open Reaction Database (ORD), a public repository of structured organic reaction records. Task: describe an organic reaction: reactants, conditions, products, and yield The reactants are C(C)(C)(C)C1=CC(C=C(C1=O)C(C)(C)C)=CC(=O)OCC (Ethyl (3,5-di-t-butyl-4-oxocyclohexa-2,5-dienylidene)acetate), N1CCCC1 (pyrollidine), product. Product: C(C)OC(C(N1CCCC1)C1=CC(=C(C(=C1)C(C)(C)C)O)C(C)(C)C)=O ((3,5-Di-tert-butyl-4-hydroxy-phenyl)-(N-pyrollidinyl)-acetic acid ethyl ester). As a reaction SMILES: [C:1]([C:5]1[C:10](=[O:11])[C:9]([C:12]([CH3:15])([CH3:14])[CH3:13])=[CH:8][C:7](=[CH:16][C:17]([O:19][CH2:20][CH3:21])=[O:18])[CH:6]=1)([CH3:4])([CH3:3])[CH3:2].[NH:22]1[CH2:26][CH2:25][CH2:24][CH2:23]1>>[CH2:20]([O:19][C:17](=[O:18])[CH:16]([C:7]1[CH:6]=[C:5]([C:1]([CH3:2])([CH3:3])[CH3:4])[C:10]([OH:11])=[C:9]([C:12]([CH3:13])([CH3:14])[CH3:15])[CH:8]=1)[N:22]1[CH2:26][CH2:25][CH2:24][CH2:23]1)[CH3:21]. Procedure: Synthesized as in Example 51 from Intermediate 17 (0.54 g, 1.86 mmol) and pyrollidine (284 mg, 4.0 mmol). This gave 0.415 mg (62%) of product. Reactants: CS(=O)(=O)c1ccc2c(c1)OC(CBr)OC2, C1CCNCC1, CCO. Yields the product CS(=O)(=O)c1ccc2c(c1)OC(CN1CCCCC1)OC2. Reaction SMILES: [Br:1][CH2:2][CH:3]1[O:4][CH2:5][c:6]2[c:7]([cH:9][c:10]([S:13](=[O:14])(=[O:15])[CH3:16])[cH:11][cH:12]2)[O:8]1.[CH2:17]1[CH2:18][CH2:19][NH:20][CH2:21][CH2:22]1.[CH3:23][CH2:24][OH:25]>>[CH2:2]([CH:3]1[O:4][CH2:5][c:6]2[c:7]([cH:9][c:10]([S:13](=[O:14])(=[O:15])[CH3:16])[cH:11][cH:12]2)[O:8]1)[N:20]1[CH2:19][CH2:18][CH2:17][CH2:22][CH2:21]1. The reactants are Intermediate D, COC(=O)C1=C(N(C(=C1)Br)C(C)C)C(O)C1=CC=C(C=C1)Cl (5-bromo-2-[(4-chloro-phenyl)-hydroxy-methyl]-1-isopropyl-1H-pyrrole-3-carboxylic acid methyl ester), ClC=1C=C(N)C=CC1F (3-chloro-4-fluoroaniline), 2-chloro, D2,5-bromo-2-[(4-chloro-3-fluoro-phenyl)-hydroxy-methyl]-1-isopropyl-1H-pyrrole-3-carboxylic acid methyl ester, NC=1C(N(C=C(C1)Cl)CC1=CC=C(C=C1)OC)=O (3-amino-5-chloro-1-(4-methoxy-benzyl)-1H-pyridin-2-one), ClC(=C(C)C)N(C)C (1-chloro-N,N,2-trimethylpropenylamine). Solvent: C(Cl)Cl.CO (CH2Cl2 MeOH), CCN(CC)CC (Et3N). The product is BrC1=CC2=C(N1C(C)C)C(N(C2=O)C=2C(N(C=C(C2)Cl)CC2=CC=C(C=C2)OC)=O)C2=CC(=C(C=C2)Cl)F (2-Bromo-6-(4-chloro-3-fluoro-phenyl)-5-[5-chloro-1-(4-methoxy-benzyl)-2-oxo-1,2-dihydro-pyridin-3-yl]-1-isopropyl-5,6-dihydro-1H-pyrrolo[3,4-b]pyrrol-4-one). RXN SMILES: [NH2:1][C:2]1[C:3](=[O:18])[N:4]([CH2:9][C:10]2[CH:15]=[CH:14][C:13]([O:16][CH3:17])=[CH:12][CH:11]=2)[CH:5]=[C:6]([Cl:8])[CH:7]=1.C[O:20][C:21]([C:23]1[CH:27]=[C:26]([Br:28])[N:25]([CH:29]([CH3:31])[CH3:30])[C:24]=1[CH:32]([C:34]1[CH:39]=[CH:38][C:37]([Cl:40])=[CH:36][CH:35]=1)O)=O.ClC1C=C(C=CC=1[F:49])N.ClC(N(C)C)=C(C)C>C(Cl)Cl.CO.CCN(CC)CC>[Br:28][C:26]1[N:25]([CH:29]([CH3:31])[CH3:30])[C:24]2[CH:32]([C:34]3[CH:39]=[CH:38][C:37]([Cl:40])=[C:36]([F:49])[CH:35]=3)[N:1]([C:2]3[C:3](=[O:18])[N:4]([CH2:9][C:10]4[CH:15]=[CH:14][C:13]([O:16][CH3:17])=[CH:12][CH:11]=4)[CH:5]=[C:6]([Cl:8])[CH:7]=3)[C:21](=[O:20])[C:23]=2[CH:27]=1 |f:4.5|. Procedure: The title compound was prepared in analogy to the procedure described for Intermediate D but in the step corresponding to Step D2,5-bromo-2-[(4-chloro-3-fluoro-phenyl)-hydroxy-methyl]-1-isopropyl-1H-pyrrole-3-carboxylic acid methyl ester (Step AZ1) and 3-amino-5-chloro-1-(4-methoxy-benzyl)-1H-pyridin-2-one (Step AH1) were used instead of 5-bromo-2-[(4-chloro-phenyl)-hydroxy-methyl]-1-isopropyl-1H-pyrrole-3-carboxylic acid methyl ester and 3-chloro-4-fluoroaniline respectively. Moreover, in this ... Starting materials: C(Cl)(Cl)Cl (chloroform), C1C2CC3CC1CC(C2)(C3)N (adamantamine), O1CCOC2=C1C=CC=C2C(=O)Cl (1,4-benzodioxane-5-carbonyl chloride). Run in O (water). Product: C12(CC3CC(CC(C1)C3)C2)NC(=O)C2=CC=CC=3OCCOC32 (N-(1-adamantyl)-1,4-benzodioxane-5-carboxamide). Yield: 25.7%. RXN SMILES: C(Cl)(Cl)Cl.[CH2:5]1[CH:10]2[CH2:11][C:12]3([NH2:15])[CH2:14][CH:8]([CH2:9]2)[CH2:7][CH:6]1[CH2:13]3.[O:16]1[C:21]2[CH:22]=[CH:23][CH:24]=[C:25]([C:26](Cl)=[O:27])[C:20]=2[O:19][CH2:18][CH2:17]1>O>[C:12]12([NH:15][C:26]([C:25]3[C:20]4[O:19][CH2:18][CH2:17][O:16][C:21]=4[CH:22]=[CH:23][CH:24]=3)=[O:27])[CH2:14][CH:8]3[CH2:9][CH:10]([CH2:5][CH:6]([CH2:7]3)[CH2:13]1)[CH2:11]2. Reported procedure: 200 ml of chloroform and 37.5 g of adamantamine were introduced into a balloon flask provided with an agitator and a thermometer, and then 50 g of 1,4-benzodioxane-5-carbonyl chloride was added in portions at a temperature of from 5°-10° C. After agitation at abmient temperature 1500 ml of water was added and then chloroform was removed under vacuum. The base which was precipitated by ammonia was extracted by means of methylene chloride. After removal of the solvent the residue was dissolved in ... The reactants are NC=1C=NC2=CC(=CC=C2C1C1=C(C=C(C=C1)C(F)(F)F)OC)S(=O)(=O)N(C=1SC=CN1)CC1=CC=C(C=C1)OC (3-amino-4-(2-methoxy-4-(trifluoromethyl)phenyl)-N-(4-methoxybenzyl)-N-(thiazol-2-yl)quinoline-7-sulfonamide), C(Cl)Cl (DCM), C(=O)(C(F)(F)F)O (TFA). Run in CO (MeOH). Conditions: time 1 hour. Product: NC=1C=NC2=CC(=CC=C2C1C1=C(C=C(C=C1)C(F)(F)F)OC)S(=O)(=O)NC=1SC=CN1 (3-amino-4-(2-methoxy-4-(trifluoromethyl)phenyl)-N-(thiazol-2-yl)quinoline-7-sulfonamide). The yield is 87.3%. RXN SMILES: [NH2:1][C:2]1[CH:3]=[N:4][C:5]2[C:10]([C:11]=1[C:12]1[CH:17]=[CH:16][C:15]([C:18]([F:21])([F:20])[F:19])=[CH:14][C:13]=1[O:22][CH3:23])=[CH:9][CH:8]=[C:7]([S:24]([N:27](CC1C=CC(OC)=CC=1)[C:28]1[S:29][CH:30]=[CH:31][N:32]=1)(=[O:26])=[O:25])[CH:6]=2.C(Cl)Cl.C(O)(C(F)(F)F)=O>CO>[NH2:1][C:2]1[CH:3]=[N:4][C:5]2[C:10]([C:11]=1[C:12]1[CH:17]=[CH:16][C:15]([C:18]([F:20])([F:19])[F:21])=[CH:14][C:13]=1[O:22][CH3:23])=[CH:9][CH:8]=[C:7]([S:24]([NH:27][C:28]1[S:29][CH:30]=[CH:31][N:32]=1)(=[O:26])=[O:25])[CH:6]=2. Reported procedure: A round-bottom flask was charged with 3-amino-4-(2-methoxy-4-(trifluoromethyl)phenyl)-N-(4-methoxybenzyl)-N-(thiazol-2-yl)quinoline-7-sulfonamide (Intermediate NNNN; 42.59 mg, 0.071 mmol), DCM (1 mL) and TFA (0.5 mL). The mixture was stirred for 1 h, then diluted with MeOH and concentrated. The residue was taken up in DCM and loaded onto a 500-mg SCX-2 ion exchange column (Biotage, LLC). The column was eluted with MeOH, then with 2N ammonia in methanol. The basic fractions were combined and conc... The reactants are ClC=1OC=C(C1)C(=O)OC (methyl 2-chlorofuran-4-carboxylate), C1(=CC=CC=C1)B(O)O (phenylboronic acid), C([O-])([O-])=O.[K+].[K+] (potassium carbonate), [Cl-].[Li+] (lithium chloride), trans-di-μ-acetato-bis[2-[bis(1,1-dimethylethyl)phosphino]-2-methylpropyl-C,P]dipalladium. Run in C(CCC)OCCCC (dibutylether). The product is C1(=CC=CC=C1)C=1OC=C(C1)C(=O)OC (methyl 2-phenylfuran-4-carboxylate). The yield is 85.0%. RXN SMILES: Cl[C:2]1[O:3][CH:4]=[C:5]([C:7]([O:9][CH3:10])=[O:8])[CH:6]=1.[C:11]1(B(O)O)[CH:16]=[CH:15][CH:14]=[CH:13][CH:12]=1.C(=O)([O-])[O-].[K+].[K+].[Cl-].[Li+]>C(OCCCC)CCC>[C:11]1([C:2]2[O:3][CH:4]=[C:5]([C:7]([O:9][CH3:10])=[O:8])[CH:6]=2)[CH:16]=[CH:15][CH:14]=[CH:13][CH:12]=1 |f:2.3.4,5.6|. Procedure: 50 mmol of methyl 2-chlorofuran-4-carboxylate were heated with 52 mmol of phenylboronic acid, 50 mmol of potassium carbonate, 25 mmol of lithium chloride and 0.25 mmol of trans-di-μ-acetato-bis[2-[bis(1,1-dimethylethyl)phosphino]-2-methylpropyl-C,P]dipalladium (1 mol %) in 150 ml of dibutylether at 80° C. for 8 hours. Aqueous work-up, filtration through a short silica gel column and distilling off the solvent leaves methyl 2-phenylfuran-4-carboxylate as a colorless residue. Yield: 85%. Starting materials: O=C([O-])[O-], CCOC(=O)c1[nH]c2c(Cl)cncc2c1N, Cc1ccccc1, [Cs+], [Cs+], C[Si](C)(C)c1ccc(OS(=O)(=O)C(F)(F)F)c(F)c1, O=C(C=Cc1ccccc1)C=Cc1ccccc1, O=C(C=Cc1ccccc1)C=Cc1ccccc1, O=C(C=Cc1ccccc1)C=Cc1ccccc1, [Pd], [Pd]. Yields the product CCOC(=O)c1[nH]c2c(Cl)cncc2c1Nc1ccc([Si](C)(C)C)cc1F. As a reaction SMILES: [C:36](=[O:37])([O-:38])[O-:39].[CH2:1]([CH3:2])[O:3][C:4](=[O:5])[c:6]1[c:7]([NH2:16])[c:8]2[cH:9][n:10][cH:11][c:12]([Cl:15])[c:13]2[nH:14]1.[CH3:42][c:43]1[cH:44][cH:45][cH:46][cH:47][cH:48]1.[Cs+:40].[Cs+:41].[F:17][c:18]1[c:19]([O:28][S:29]([C:30]([F:31])([F:32])[F:33])(=[O:34])=[O:35])[cH:20][cH:21][c:22]([Si:24]([CH3:25])([CH3:26])[CH3:27])[cH:23]1.[O:51]=[C:52]([CH:53]=[CH:54][c:55]1[cH:56][cH:57][cH:58][cH:59][cH:60]1)[CH:61]=[CH:62][c:63]1[cH:64][cH:65][cH:66][cH:67][cH:68]1.[O:69]=[C:70]([CH:71]=[CH:72][c:73]1[cH:74][cH:75][cH:76][cH:77][cH:78]1)[CH:79]=[CH:80][c:81]1[cH:82][cH:83][cH:84][cH:85][cH:86]1.[O:87]=[C:88]([CH:89]=[CH:90][c:91]1[cH:92][cH:93][cH:94][cH:95][cH:96]1)[CH:97]=[CH:98][c:99]1[cH:100][cH:101][cH:102][cH:103][cH:104]1.[Pd:49].[Pd:50]>>[CH2:1]([CH3:2])[O:3][C:4](=[O:5])[c:6]1[c:7]([NH:16][c:19]2[c:18]([F:17])[cH:23][c:22]([Si:24]([CH3:25])([CH3:26])[CH3:27])[cH:21][cH:20]2)[c:8]2[cH:9][n:10][cH:11][c:12]([Cl:15])[c:13]2[nH:14]1.